describe an organic reaction: reactants, conditions, products, and yield From a dataset of the Open Reaction Database (ORD), a public repository of structured organic reaction records. Starting materials: N#Cc1c[nH]cc1-c1ccccc1Cl, Nc1cc(Cl)ccc1[N+](=O)[O-], [H-], [Na+], CN(C)C=O. Product: N#Cc1cn(-c2ccc([N+](=O)[O-])c(N)c2)cc1-c1ccccc1Cl. Reaction SMILES: [Cl:12][c:13]1[c:14](-[c:19]2[c:20]([C:24]#[N:25])[cH:21][nH:22][cH:23]2)[cH:15][cH:16][cH:17][cH:18]1.[Cl:1][c:2]1[cH:3][cH:4][c:5]([N+:9](=[O:10])[O-:11])[c:6]([NH2:7])[cH:8]1.[H-:27].[Na+:26].[O:28]=[CH:29][N:30]([CH3:31])[CH3:32]>>[c:2]1(-[n:22]2[cH:21][c:20]([C:24]#[N:25])[c:19](-[c:14]3[c:13]([Cl:12])[cH:18][cH:17][cH:16][cH:15]3)[cH:23]2)[cH:3][cH:4][c:5]([N+:9](=[O:10])[O-:11])[c:6]([NH2:7])[cH:8]1. The reactants are N[C@@H]([C@@H](C)CC)C(=O)O (isoleucine). Run in S(O)(O)(=O)=O (sulfuric acid), O (water), C(CCC)O (butanol), C1(=CC=CC=C1)C (toluene), O (water). Product: C(CCC)(=O)O.N[C@@H]([C@@H](C)CC)C(=O)O (isoleucine butyrate). Reaction SMILES: [NH2:1][C@H:2]([C:7]([OH:9])=[O:8])[C@H:3]([CH2:5][CH3:6])[CH3:4]>S(=O)(=O)(O)O.O.C(O)CCC.C1(C)C=CC=CC=1>[C:7]([OH:9])(=[O:8])[CH2:2][CH2:3][CH3:4].[NH2:1][C@H:2]([C:7]([OH:9])=[O:8])[C@H:3]([CH2:5][CH3:6])[CH3:4] |f:5.6|. Procedure details: 26.23 g of isoleucine was dissolved in a solution of 20 g of concentrated sulfuric acid, 20 mL water, 40 mL of butanol, and 200 mL of toluene in a 500 mL round bottom flask equipped with a condenser and a Dean-Stark apparatus. The resulting solution was heated at reflux temperature until no more water could be distilled. The resulting solution was then cooled to room temperature and washed with saturated aqueous sodium bicarbonate to neutralize acidic impurities, washed with saturated brine, and... Reactants: [Cl-].[NH4+] (ammonium chloride), C(C)(C)(C)OC(N(C)[C@H](CC1=CC=CC=C1)C=O)=O (N-((1R)-1-Formyl-2-phenylethyl)-N-methylcarbamic acid tert-butylester), C(C=C)[Mg]Br (allylmagnesium bromide), solution. Run in O (water), CCOCC (ether), CCOCC (ether). Reaction conditions: temperature -78 celsius. Product: C(C)(C)(C)OC(N(C)[C@@H](C(CC=C)O)CC1=CC=CC=C1)=O (N-((1R)-1-benzyl-2-hydroxypent-4-enyl)-N-methylcarbamic acid tert-butylester). RXN SMILES: [C:1]([O:5][C:6](=[O:19])[N:7]([C@@H:9]([CH:17]=[O:18])[CH2:10][C:11]1[CH:16]=[CH:15][CH:14]=[CH:13][CH:12]=1)[CH3:8])([CH3:4])([CH3:3])[CH3:2].[CH2:20]([Mg]Br)[CH:21]=[CH2:22].[Cl-].[NH4+]>CCOCC.O>[C:1]([O:5][C:6](=[O:19])[N:7]([C@H:9]([CH2:10][C:11]1[CH:16]=[CH:15][CH:14]=[CH:13][CH:12]=1)[CH:17]([OH:18])[CH2:22][CH:21]=[CH2:20])[CH3:8])([CH3:3])([CH3:2])[CH3:4] |f:2.3|. Reported procedure: N-((1R)-1-Formyl-2-phenylethyl)-N-methylcarbamic acid tert-butylester (6.0 g, 20.0 mmol) was dissolved in ether (150 mL). The solution was cooled to -78° C. and allylmagnesium bromide (22 mL of a 1.0 M solution in ether, 22 mmol) was added dropwise. After addition, the solution was warmed to room temp. It was given onto 10% ammonium chloride solution in water (200 mL). The phases were separated. The aqueous phase was extracted with ethyl acetate (3×50 mL). The organic layers were combined and wa... Starting materials: C(C)OC(=O)C1N(CC(C1)S(=O)(=O)C1=C(C=CC=C1)C(F)(F)F)C1CCOCC1 (1-(tetrahydro-pyran-4-yl)-4-(2-trifluoromethyl-benzenesulfonyl)-pyrrolidine-2-carboxylic acid ethyl ester), [OH-].[Li+] (lithium hydroxide). Product: O1CCC(CC1)N1C(CC(C1)S(=O)(=O)C1=C(C=CC=C1)C(F)(F)F)C(=O)O (1-(Tetrahydro-pyran-4-yl)-4-(2-trifluoromethyl-benzenesulfonyl)-pyrrolidine-2-carboxylic acid). RXN SMILES: C([O:3][C:4]([CH:6]1[CH2:10][CH:9]([S:11]([C:14]2[CH:19]=[CH:18][CH:17]=[CH:16][C:15]=2[C:20]([F:23])([F:22])[F:21])(=[O:13])=[O:12])[CH2:8][N:7]1[CH:24]1[CH2:29][CH2:28][O:27][CH2:26][CH2:25]1)=[O:5])C.[OH-].[Li+]>>[O:27]1[CH2:26][CH2:25][CH:24]([N:7]2[CH2:8][CH:9]([S:11]([C:14]3[CH:19]=[CH:18][CH:17]=[CH:16][C:15]=3[C:20]([F:22])([F:23])[F:21])(=[O:13])=[O:12])[CH2:10][CH:6]2[C:4]([OH:5])=[O:3])[CH2:29][CH2:28]1 |f:1.2|. Procedure details: In analogy to the procedure described in example 253e, 1-(tetrahydro-pyran-4-yl)-4-(2-trifluoromethyl-benzenesulfonyl)-pyrrolidine-2-carboxylic acid ethyl ester was saponified in the presence of lithium hydroxide to give the title compound as white solid which was used in the next step without further purification. MS (ESI): m/z=408.4 [M+H]+. Reactants: CC(C)=O, CS(C)=O, O=C(O)c1cc(C(O)c2ccncc2)cc2c1OC(c1ccccc1)(c1ccccc1)O2. The product is O=C(c1ccncc1)c1cc2c(c(C(=O)O)c1)OC(c1ccccc1)(c1ccccc1)O2. RXN SMILES: [CH3:33][C:34](=[O:35])[CH3:36].[CH3:37][S:38]([CH3:39])=[O:40].[OH:1][CH:2]([c:3]1[cH:4][c:5]([C:24](=[O:25])[OH:26])[c:6]2[c:7]([cH:23]1)[O:8][C:9]([c:11]1[cH:12][cH:13][cH:14][cH:15][cH:16]1)([c:17]1[cH:18][cH:19][cH:20][cH:21][cH:22]1)[O:10]2)[c:27]1[cH:28][cH:29][n:30][cH:31][cH:32]1>>[O:1]=[C:2]([c:3]1[cH:4][c:5]([C:24](=[O:25])[OH:26])[c:6]2[c:7]([cH:23]1)[O:8][C:9]([c:11]1[cH:12][cH:13][cH:14][cH:15][cH:16]1)([c:17]1[cH:18][cH:19][cH:20][cH:21][cH:22]1)[O:10]2)[c:27]1[cH:28][cH:29][n:30][cH:31][cH:32]1.